Dataset: the Open Reaction Database (ORD), a public repository of structured organic reaction records. Task: describe an organic reaction: reactants, conditions, products, and yield Starting materials: C1CCOC1, CN(C)CCN(C)C, [Li]CCCC, CC1CCCN(C)C1(C)C, CI, O=c1cc(Nc2ccccc2)n(-c2ccccc2)c2nc(Cl)c(F)cc12. Product: Cc1c(F)c(Cl)nc2c1c(=O)cc(Nc1ccccc1)n2-c1ccccc1. As a reaction SMILES: [CH2:52]1[O:53][CH2:54][CH2:55][CH2:56]1.[CH3:11][N:12]([CH3:13])[CH2:14][CH2:15][N:16]([CH3:17])[CH3:18].[CH3:19][CH2:20][CH2:21][CH2:22][Li:23].[CH3:1][CH:2]1[CH2:3][CH2:4][CH2:5][N:6]([CH3:7])[C:8]1([CH3:9])[CH3:10].[CH3:50][I:51].[NH:24]([c:25]1[cH:26][cH:27][cH:28][cH:29][cH:30]1)[c:31]1[n:32](-[c:44]2[cH:45][cH:46][cH:47][cH:48][cH:49]2)[c:33]2[n:34][c:35]([Cl:43])[c:36]([F:42])[cH:37][c:38]2[c:39](=[O:41])[cH:40]1>>[CH3:1][c:37]1[c:36]([F:42])[c:35]([Cl:43])[n:34][c:33]2[n:32](-[c:44]3[cH:45][cH:46][cH:47][cH:48][cH:49]3)[c:31]([NH:24][c:25]3[cH:26][cH:27][cH:28][cH:29][cH:30]3)[cH:40][c:39](=[O:41])[c:38]21. Starting materials: C1CCOC1, COCCOc1cc2ncnc(Cl)c2cc1OC, [H-], O=C1Cc2cc([N+](=O)[O-])ccc2N1, [Na+], CN(C)C=O. The product is Cl, COCCOc1cc2ncnc(C3C(=O)Nc4ccc([N+](=O)[O-])cc43)c2cc1OC. RXN SMILES: [CH2:39]1[O:40][CH2:41][CH2:42][CH2:43]1.[Cl:16][c:17]1[n:18][cH:19][n:20][c:21]2[cH:22][c:23]([O:29][CH2:30][CH2:31][O:32][CH3:33])[c:24]([O:27][CH3:28])[cH:25][c:26]12.[H-:14].[N+:1](=[O:2])([O-:3])[c:4]1[cH:5][c:6]2[c:10]([cH:11][cH:12]1)[NH:9][C:8](=[O:13])[CH2:7]2.[Na+:15].[O:34]=[CH:35][N:36]([CH3:37])[CH3:38]>>[ClH:16].[N+:1](=[O:2])([O-:3])[c:4]1[cH:5][c:6]2[c:10]([cH:11][cH:12]1)[NH:9][C:8](=[O:13])[CH:7]2[c:17]1[n:18][cH:19][n:20][c:21]2[cH:22][c:23]([O:29][CH2:30][CH2:31][O:32][CH3:33])[c:24]([O:27][CH3:28])[cH:25][c:26]12. Starting materials: acetone CH2Cl2 hexanes, O=CC=CC(=O)OC (methyl 4-oxo-butenoate), CN1C=CC2=CC=CC=C12 (1-methyl-1H-indole), C(=O)(C(F)(F)F)O (TFA), C(C1=CC=CC=C1)[C@H]1C(N([C@H](N1)C(C)(C)C)C)=O ((2S,5S)-5-benzyl-2-tert-butyl-3-methyl-imidazolidin-4-one). Run in C(Cl)Cl (CH2Cl2), C(C)(C)O (isopropanol). The product is COC([C@H](CC=O)C1=CN(C2=CC=CC=C12)C)=O ((R)-2-(1-Methyl-1H-indol-3-yl)-4-oxo butyric acid methyl ester). The yield is 88.9%. As a reaction SMILES: [O:1]=[CH:2][CH:3]=[CH:4][C:5]([O:7][CH3:8])=[O:6].[CH3:9][N:10]1[C:18]2[C:13](=[CH:14][CH:15]=[CH:16][CH:17]=2)[CH:12]=[CH:11]1.C(O)(C(F)(F)F)=O.C([C@@H]1N[C@H](C(C)(C)C)N(C)C1=O)C1C=CC=CC=1>C(Cl)Cl.C(O)(C)C>[CH3:8][O:7][C:5](=[O:6])[C@@H:4]([C:12]1[C:13]2[C:18](=[CH:17][CH:16]=[CH:15][CH:14]=2)[N:10]([CH3:9])[CH:11]=1)[CH2:3][CH:2]=[O:1]. Procedure: Prepared according to the general procedure from methyl 4-oxo-butenoate (171 mg, 1.50 mmol), 1-methyl-1H-indole (64 μL, 0.50 mmol), TFA (7.7 μL, 0.10 mmol) and (2S,5S)-5-benzyl-2-tert-butyl-3-methyl-imidazolidin-4-one (24.6 mg, 0.100 mmol) in CH2Cl2 (0.90 mL) and isopropanol (0.10 mL) at −85° C. for 21 h to provide, after silica gel chromatography (5:47:47 acetone/CH2Cl2/hexanes), the title compound as a colorless oil (109 mg, 89% yield, 91% ec). IR (film) 2937, 2833, 2729, 1732, 1623, 1545, 147...